This data is from the Open Reaction Database (ORD), a public repository of structured organic reaction records. The task is: describe an organic reaction: reactants, conditions, products, and yield The reactants are P(Cl)(Cl)(Cl)(Cl)Cl (phosphorus pentachloride), N1=CC=CC=C1 (pyridine), COCCO (2-methoxyethanol), C(C1=CC=CC=C1)(C1=CC=CC=C1)OC(=O)C(CCCC(=O)NC1[C@@H]2N(C(=C(CS2)C=C)C(=O)OC(C2=CC=CC=C2)C2=CC=CC=C2)C1=O)NC(=O)OCC (benzhydryl 7-(5-benzhydryloxycarbonyl-5-ethoxycarbonylaminopentanamido)-3-vinyl-3-cephem-4-carboxylate). The solvent is C(CCl)Cl (ethylene chloride), O (water). Conditions: time 30 minute. Yields the product Cl.NC1[C@@H]2N(C(=C(CS2)C=C)C(=O)OC(C2=CC=CC=C2)C2=CC=CC=C2)C1=O (benzhydryl 7-amino-3-vinyl-3-cephem-4-carboxylate hydrochloride). Isolated yield 36.8%. As a reaction SMILES: P(Cl)(Cl)(Cl)(Cl)[Cl:2].N1C=CC=CC=1.C(OC(C(NC(OCC)=O)CCCC([NH:35][CH:36]1[C:61](=[O:62])[N:38]2[C:39]([C:45]([O:47][CH:48]([C:55]3[CH:60]=[CH:59][CH:58]=[CH:57][CH:56]=3)[C:49]3[CH:54]=[CH:53][CH:52]=[CH:51][CH:50]=3)=[O:46])=[C:40]([CH:43]=[CH2:44])[CH2:41][S:42][C@H:37]12)=O)=O)(C1C=CC=CC=1)C1C=CC=CC=1.COCCO>C(Cl)CCl.O>[ClH:2].[NH2:35][CH:36]1[C:61](=[O:62])[N:38]2[C:39]([C:45]([O:47][CH:48]([C:49]3[CH:50]=[CH:51][CH:52]=[CH:53][CH:54]=3)[C:55]3[CH:60]=[CH:59][CH:58]=[CH:57][CH:56]=3)=[O:46])=[C:40]([CH:43]=[CH2:44])[CH2:41][S:42][C@H:37]12 |f:6.7|. Procedure details: To a solution of phosphorus pentachloride (7.87 g) in ethylene chloride (47.75 ml) was added pyridine (2.99 g) at 5° to 6° C. After stirring for 30 minutes, to the mixture was added benzhydryl 7-(5-benzhydryloxycarbonyl-5-ethoxycarbonylaminopentanamido)-3-vinyl-3-cephem-4-carboxylate (9.75 g). After stirring for 2 hours at 5° to 6° C. and cooling to -30° to -20° C., the mixture was treated with 2-methoxyethanol (7.67 ml) for 1.5 hours and then with water (10 ml) for an hour. The precipitates wer... Reactants: O (water), C([O-])([O-])=O.[Cs+].[Cs+] (cesium carbonate), BrCC=1C=NN(C1)C1=C(C=CC=C1)Cl (4-(Bromomethyl)-1-(2-chlorophenyl)-1H-pyrazole), ClC1=CC=C(C=C1)C=1N(C(NN1)=O)C[C@@H](C(F)(F)F)O (5-(4-Chlorophenyl)-4-[(2S)-3,3,3-trifluoro-2-hydroxypropyl]-2,4-dihydro-3H-1,2,4-triazol-3-one). Solvent: C(C)#N (acetonitrile). Reaction conditions: temperature 65 celsius, time 2 hour. The product is ClC1=CC=C(C=C1)C=1N(C(N(N1)CC=1C=NN(C1)C1=C(C=CC=C1)Cl)=O)C[C@@H](C(F)(F)F)O (5-(4-Chlorophenyl)-2-{[1-(2-chlorophenyl)-1H-pyrazol-4-yl]methyl}-4-[(2S)-3,3,3-trifluoro-2-hydroxypropyl]-2,4-dihydro-3H-1,2,4-triazol-3-one). As a reaction SMILES: [Cl:1][C:2]1[CH:7]=[CH:6][C:5]([C:8]2[N:9]([CH2:14][C@H:15]([OH:20])[C:16]([F:19])([F:18])[F:17])[C:10](=[O:13])[NH:11][N:12]=2)=[CH:4][CH:3]=1.C(=O)([O-])[O-].[Cs+].[Cs+].Br[CH2:28][C:29]1[CH:30]=[N:31][N:32]([C:34]2[CH:39]=[CH:38][CH:37]=[CH:36][C:35]=2[Cl:40])[CH:33]=1.O>C(#N)C>[Cl:1][C:2]1[CH:7]=[CH:6][C:5]([C:8]2[N:9]([CH2:14][C@H:15]([OH:20])[C:16]([F:18])([F:19])[F:17])[C:10](=[O:13])[N:11]([CH2:28][C:29]3[CH:30]=[N:31][N:32]([C:34]4[CH:39]=[CH:38][CH:37]=[CH:36][C:35]=4[Cl:40])[CH:33]=3)[N:12]=2)=[CH:4][CH:3]=1 |f:1.2.3|. Procedure: 27 mg (0.09 mmol) of the compound from Example 5A were dissolved in 2 ml of acetonitrile, and 58 mg (0.18 mmol) of cesium carbonate and 24 mg (0.09 mmol) of the compound from Example 43A were added. The mixture was stirred at 65° C. for 2 h and then at RT for 20 h. For work-up, 5 ml of water were added and the mixture was extracted twice with in each case 10 ml of ethyl acetate. The organic phase was washed once with 5 ml of saturated sodium chloride solution, dried over sodium sulfate, filtered... Starting materials: CC(=O)Cl, Cc1cc(NC(=O)NC(=O)c2ccccc2N)ccc1Oc1ncc(Br)cn1, c1ccncc1. Yields the product CC(=O)Nc1ccccc1C(=O)NC(=O)Nc1ccc(Oc2ncc(Br)cn2)c(C)c1. Reaction SMILES: [CH3:29][C:30]([Cl:31])=[O:32].[NH2:1][c:2]1[c:3]([C:4](=[O:5])[NH:6][C:7](=[O:8])[NH:9][c:10]2[cH:11][c:12]([CH3:24])[c:13]([O:16][c:17]3[n:18][cH:19][c:20]([Br:23])[cH:21][n:22]3)[cH:14][cH:15]2)[cH:25][cH:26][cH:27][cH:28]1.[cH:33]1[cH:34][cH:35][n:36][cH:37][cH:38]1>>[NH:1]([c:2]1[c:3]([C:4](=[O:5])[NH:6][C:7](=[O:8])[NH:9][c:10]2[cH:11][c:12]([CH3:24])[c:13]([O:16][c:17]3[n:18][cH:19][c:20]([Br:23])[cH:21][n:22]3)[cH:14][cH:15]2)[cH:25][cH:26][cH:27][cH:28]1)[C:30]([CH3:29])=[O:32]. Starting materials: Cl (hydrochloric acid), OC(COC1=NOC(=C1)C(=O)OC)C=C (methyl 3-[(2-hydroxybut-3-en-1-yl)oxy]isoxazole-5-carboxylate), FC(S(=O)(=O)O[Si](C)(C)C(C)(C)C)(F)F (t-butyldimethylsilyl trifluoromethanesulfonate), CC1=NC(=CC=C1)C (2,6-dimethylpyridine). Solvent: C1CCOC1 (THF). Run at time 2 hour. Yields the product FC(C(COC1=NOC(=C1)C(=O)OC)O)F (methyl 3-(3,3-difluoro-2-hydroxypropoxy)isoxazole-5-carboxylate). Isolated yield 12.3%. RXN SMILES: [OH:1][CH:2](C=C)[CH2:3][O:4][C:5]1[CH:9]=[C:8]([C:10]([O:12][CH3:13])=[O:11])[O:7][N:6]=1.F[C:17]([F:30])([F:29])S(O[Si](C(C)(C)C)(C)C)(=O)=O.CC1C=CC=C(C)N=1.Cl>C1COCC1>[F:30][CH:17]([F:29])[CH:2]([OH:1])[CH2:3][O:4][C:5]1[CH:9]=[C:8]([C:10]([O:12][CH3:13])=[O:11])[O:7][N:6]=1. Procedure details: A mixture of methyl 3-[(2-hydroxybut-3-en-1-yl)oxy]isoxazole-5-carboxylate (2.71 g), t-butyldimethylsilyl trifluoromethanesulfonate (4.03 g), 2,6-dimethylpyridine (1.64 g) and THF (30 mL) was stirred at room temperature for 2 hr. To the reaction mixture was added 1M hydrochloric acid, and the mixture was extracted with ethyl acetate. The obtained organic layer was washed with saturated aqueous sodium hydrogen carbonate solution, and then saturated brine, and dried over anhydrous magnesium sulfat... The reactants are CC1CNCCN1, Cn1cc(C(=O)O)c(=O)c2cc3cc(F)c(Cl)cc3nc21, [K+], [OH-], O, c1ccncc1. The product is CC1CN(c2cc3nc4c(cc3cc2F)c(=O)c(C(=O)O)cn4C)CCN1. As a reaction SMILES: [CH3:22][CH:23]1[NH:24][CH2:25][CH2:26][NH:27][CH2:28]1.[Cl:1][c:2]1[c:3]([F:21])[cH:4][c:5]2[c:6]([n:7][c:8]3[n:9]([CH3:19])[cH:10][c:11]([C:16](=[O:17])[OH:18])[c:12](=[O:15])[c:13]3[cH:14]2)[cH:20]1.[K+:37].[OH-:36].[OH2:35].[cH:29]1[cH:30][cH:31][n:32][cH:33][cH:34]1>>[c:2]1([N:27]2[CH2:26][CH2:25][NH:24][CH:23]([CH3:22])[CH2:28]2)[c:3]([F:21])[cH:4][c:5]2[c:6]([n:7][c:8]3[n:9]([CH3:19])[cH:10][c:11]([C:16](=[O:17])[OH:18])[c:12](=[O:15])[c:13]3[cH:14]2)[cH:20]1. Reactants: C(C)OC(CN1N=C(C=C1N)C=1C=NC=CC1)OCC (1-(2,2-Diethoxyethyl)-3-(pyridin-3-yl)-1H-pyrazole-5-amine), BrC1=C(C(=CC(=C1)[N+](=O)[O-])F)C (1-bromo-3-fluoro-2-methyl-5-nitrobenzene). The product is FC=1C(=C(C=C(C1)[N+](=O)[O-])NC1=CC(=NN1CC(OCC)OCC)C=1C=NC=CC1)C (N-(3-Fluoro-2-methyl-5-nitrophenyl)-1-(2,2-diethoxyethyl)-3-(pyridin-3-yl)-1H-pyrazole-5-amine). As a reaction SMILES: [CH2:1]([O:3][CH:4]([O:18][CH2:19][CH3:20])[CH2:5][N:6]1[C:10]([NH2:11])=[CH:9][C:8]([C:12]2[CH:13]=[N:14][CH:15]=[CH:16][CH:17]=2)=[N:7]1)[CH3:2].Br[C:22]1[CH:27]=[C:26]([N+:28]([O-:30])=[O:29])[CH:25]=[C:24]([F:31])[C:23]=1[CH3:32]>>[F:31][C:24]1[C:23]([CH3:32])=[C:22]([NH:11][C:10]2[N:6]([CH2:5][CH:4]([O:18][CH2:19][CH3:20])[O:3][CH2:1][CH3:2])[N:7]=[C:8]([C:12]3[CH:13]=[N:14][CH:15]=[CH:16][CH:17]=3)[CH:9]=2)[CH:27]=[C:26]([N+:28]([O-:30])=[O:29])[CH:25]=1. Procedure: Analogously to Example 13A/Step 1, 1.5 g (5.43 mmol) of the compound of Example 4A and 1.4 g (5.97 mmol) of 1-bromo-3-fluoro-2-methyl-5-nitrobenzene gave 1.19 g (50% of theory) of the title compound. Reactants: C([O-])(O)=O.[Na+] (sodium bicarbonate), P(=O)(Cl)(Cl)Cl (phosphorous oxychloride), N1=CC=CC2=CC=CC=C12 (quinoline), [N+](=O)([O-])C=1C(NC(=CC1)C(F)(F)F)=O (3-nitro-6-trifluoromethyl-2(1H)-pyridone). Run in O (water). Conditions: temperature 140 celsius. Product: ClC1=NC(=CC=C1[N+](=O)[O-])C(F)(F)F (2-Chloro-3-nitro-6-trifluoromethylpyridine). Yield: 87.0%. As a reaction SMILES: P(Cl)(Cl)([Cl:3])=O.N1C2C(=CC=CC=2)C=CC=1.[N+:16]([C:19]1[C:20](=O)[NH:21][C:22]([C:25]([F:28])([F:27])[F:26])=[CH:23][CH:24]=1)([O-:18])=[O:17].C(=O)(O)[O-].[Na+]>O>[Cl:3][C:20]1[C:19]([N+:16]([O-:18])=[O:17])=[CH:24][CH:23]=[C:22]([C:25]([F:28])([F:27])[F:26])[N:21]=1 |f:3.4|. Procedure: To phosphorous oxychloride (11 ml, 117 mmol) was added quinoline (8.4 ml, 70 mmol) followed by 3-nitro-6-trifluoromethyl-2(1H)-pyridone (24.0 g, 115 mmol), and the resulting solution heated at 140° C. for 18 h. The solution was then cooled to 100° C., when water (50 ml) was carefully added. After cooling to room temperature, saturated sodium bicarbonate (200 ml) was added and the mixture extracted with ethyl acetate (2×200 ml). The extracts were dried (MgSO4) and concentrated, and the residue pu... Reactants: BrC1=CC=C(C=C1)C1=NC=CC(=N1)C1=C(C=C(C=C1)Br)OC (2-(4- Bromophenyl)-4-(2-methoxy-4-bromophenyl)pyrimidine), [Cu]C#N (copper(I)cyanide), CN(C)C=O (DMF). Run at time 1 hour. The product is C(#N)C1=CC=C(C=C1)C1=NC=CC(=N1)C1=C(C=C(C=C1)C#N)OC (2-(4-Cyanophenyl)-4-(2-methoxy-4-cyanophenyl)pyrimidine). The yield is 40.0%. Reaction SMILES: Br[C:2]1[CH:7]=[CH:6][C:5]([C:8]2[N:13]=[C:12]([C:14]3[CH:19]=[CH:18][C:17](Br)=[CH:16][C:15]=3[O:21][CH3:22])[CH:11]=[CH:10][N:9]=2)=[CH:4][CH:3]=1.[Cu][C:24]#[N:25].[CH3:26][N:27](C=O)C>>[C:26]([C:2]1[CH:7]=[CH:6][C:5]([C:8]2[N:13]=[C:12]([C:14]3[CH:19]=[CH:18][C:17]([C:24]#[N:25])=[CH:16][C:15]=3[O:21][CH3:22])[CH:11]=[CH:10][N:9]=2)=[CH:4][CH:3]=1)#[N:27]. Procedure details: A suspension of the dibromo compound of Example 13 (8.4 g, 0.02 mole) and copper(I)cyanide (4.45, 0.05 mole) in 40 mL dry DMF is heated at reflux under nitrogen for 30 hr (TLC followed). The excess DMF is distilled under vacuum and the residue triturated with 100 mL water and stirred with 500 mL 10% sodium cyanide (aqueous) for 1 hr, filtered, washed with water and dried. The solid is subjected to soxlet extraction with acetone (24 hr) followed by chromatography over neutral aluminumoxide, eluti... Reactants: CN(CCN(S(=O)(=O)C1=C(C=CC=C1)[N+](=O)[O-])CCNC1=NC=C(C=C1)[N+](=O)[O-])C ([2-(dimethylamino)ethyl]{2-[(5-nitro(2-pyridyl))amino]ethyl}[(2-nitrophenyl)sulfonyl]amine), OCCN1CCCC1 (1-(2-hydroxyethyl)pyrrolidine). Product: [N+](=O)([O-])C=1C=CC(=NC1)NCCN(CCN1CCCC1)S(=O)(=O)C1=C(C=CC=C1)[N+](=O)[O-] ({2-[(5-nitro(2-pyridyl))amino]ethyl}[(2-nitrophenyl)sulfonyl](2-pyrrolidinylethyl)amine). As a reaction SMILES: [CH3:1][N:2]([CH3:30])[CH2:3][CH2:4][N:5]([CH2:18][CH2:19][NH:20][C:21]1[CH:26]=[CH:25][C:24]([N+:27]([O-:29])=[O:28])=[CH:23][N:22]=1)[S:6]([C:9]1[CH:14]=[CH:13][CH:12]=[CH:11][C:10]=1[N+:15]([O-:17])=[O:16])(=[O:8])=[O:7].O[CH2:32][CH2:33]N1CCCC1>>[N+:27]([C:24]1[CH:25]=[CH:26][C:21]([NH:20][CH2:19][CH2:18][N:5]([S:6]([C:9]2[CH:14]=[CH:13][CH:12]=[CH:11][C:10]=2[N+:15]([O-:17])=[O:16])(=[O:7])=[O:8])[CH2:4][CH2:3][N:2]2[CH2:30][CH2:33][CH2:32][CH2:1]2)=[N:22][CH:23]=1)([O-:29])=[O:28]. Procedure: Made using the same procedure as for polymer-bound [2-(dimethylamino)ethyl]{2-[(5-nitro(2-pyridyl))amino]ethyl}[(2-nitrophenyl)sulfonyl]amine except that 1-(2-hydroxyethyl)pyrrolidine (4.9 mL, 42 mmol) was used.